Dataset: the Open Reaction Database (ORD), a public repository of structured organic reaction records. Task: describe an organic reaction: reactants, conditions, products, and yield The reactants are O=C(CNC(=O)c1cccc(C(F)(F)F)c1)NC1CNC1, COc1ncc(C2(O)CCC(=O)CC2)cc1C. Yields the product COc1ncc(C2(O)CCC(N3CC(NC(=O)CNC(=O)c4cccc(C(F)(F)F)c4)C3)CC2)cc1C. RXN SMILES: [NH:18]1[CH2:19][CH:20]([NH:22][C:23](=[O:24])[CH2:25][NH:26][C:27]([c:28]2[cH:29][c:30]([C:34]([F:35])([F:36])[F:37])[cH:31][cH:32][cH:33]2)=[O:38])[CH2:21]1.[OH:1][C:2]1([c:9]2[cH:10][n:11][c:12]([O:16][CH3:17])[c:13]([CH3:15])[cH:14]2)[CH2:3][CH2:4][C:5](=[O:8])[CH2:6][CH2:7]1>>[OH:1][C:2]1([c:9]2[cH:10][n:11][c:12]([O:16][CH3:17])[c:13]([CH3:15])[cH:14]2)[CH2:3][CH2:4][CH:5]([N:18]2[CH2:19][CH:20]([NH:22][C:23](=[O:24])[CH2:25][NH:26][C:27]([c:28]3[cH:29][c:30]([C:34]([F:35])([F:36])[F:37])[cH:31][cH:32][cH:33]3)=[O:38])[CH2:21]2)[CH2:6][CH2:7]1. Starting materials: CC[C@H]1CCC[C@@H]([C@H](C(=O)C2=C[C@H]3[C@@H]4C[C@@H](C[C@H]4C=C[C@H]3[C@@H]2CC(=O)O1)O[C@H]5[C@@H]([C@@H]([C@H]([C@@H](O5)C)OC)OC)O)C)O[C@H]6CC[C@@H]([C@H](O6)C)N(C)C (Spinosyn H), C1(=CC=CC=C1)C (toluene), CCOC(=O)C (EtOAc), P(OCC)(OCC)Cl (Diethyl chlorophosphite). The reagents and catalysts are CN(C)C=1C=CN=CC1 (DMAP). Solvent: N1=CC=CC=C1 (pyridine). Run at time 5 minute. Product: C(C)OP(OCC)[O-] ((diethyl)phosphite), CC[C@H]1CCC[C@@H]([C@H](C(=O)C2=C[C@H]3[C@@H]4C[C@@H](C[C@H]4C=C[C@H]3[C@@H]2CC(=O)O1)O[C@H]5[C@@H]([C@@H]([C@H]([C@@H](O5)C)OC)OC)O)C)O[C@H]6CC[C@@H]([C@H](O6)C)N(C)C (Spinosyn H). RXN SMILES: [CH3:1][CH2:2][C@@H:3]1[O:26][C:24](=[O:25])[CH2:23][C@@H:22]2[C:11](=[CH:12][C@@H:13]3[C@H:21]2[CH:20]=[CH:19][C@H:18]2[C@H:14]3[CH2:15][C@H:16]([O:27][C@@H:28]3[O:33][C@@H:32]([CH3:34])[C@H:31]([O:35][CH3:36])[C@@H:30]([O:37][CH3:38])[C@H:29]3[OH:39])[CH2:17]2)[C:9](=[O:10])[C@H:8]([CH3:40])[C@@H:7]([O:41][C@@H:42]2[O:47][C@H:46]([CH3:48])[C@@H:45]([N:49]([CH3:51])[CH3:50])[CH2:44][CH2:43]2)[CH2:6][CH2:5][CH2:4]1.[P:52](Cl)([O:56]CC)[O:53][CH2:54][CH3:55].C1(C)C=CC=CC=1.CCOC(C)=O>N1C=CC=CC=1.CN(C1C=CN=CC=1)C>[CH2:54]([O:53][P:52]([O-:56])[O:47][CH2:46][CH3:48])[CH3:55].[CH3:1][CH2:2][C@@H:3]1[O:26][C:24](=[O:25])[CH2:23][C@@H:22]2[C:11](=[CH:12][C@@H:13]3[C@H:21]2[CH:20]=[CH:19][C@H:18]2[C@H:14]3[CH2:15][C@H:16]([O:27][C@@H:28]3[O:33][C@@H:32]([CH3:34])[C@H:31]([O:35][CH3:36])[C@@H:30]([O:37][CH3:38])[C@H:29]3[OH:39])[CH2:17]2)[C:9](=[O:10])[C@H:8]([CH3:40])[C@@H:7]([O:41][C@@H:42]2[O:47][C@H:46]([CH3:48])[C@@H:45]([N:49]([CH3:51])[CH3:50])[CH2:44][CH2:43]2)[CH2:6][CH2:5][CH2:4]1. Procedure details: Compound Spinosyn H (351 mg, 0.489 mmol) was dissolved in dry pyridine (5 ml). DMAP (62 mg, 0.51 mmol) was added and stirring at RT under nitrogen was continued for 5 min. Diethyl chlorophosphite (157 mg, 0.145 ml, 1.0 mmol) was added. After 30 min. toluene (50 ml) and EtOAc (50 ml) were added. The solution was washed successively with brine (2×) and 5% aq. NaHCO3. The organic layer was dried over Na2SO4 and concentrated. The residue was separated over a flash SiO2 column (100 g/EtOAc) to give c... The reactants are CCCN, COC(=O)CCc1ccc(CCCOS(=O)(=O)c2ccc(C)cc2)cc1, CCOC(C)=O, CN(C)C=O, O. Yields the product CCCNCCCc1ccc(CCC(=O)OC)cc1. Reaction SMILES: [CH2:27]([CH2:28][CH3:29])[NH2:30].[CH3:1][O:2][C:3]([CH2:4][CH2:5][c:6]1[cH:7][cH:8][c:9]([CH2:12][CH2:13][CH2:14][O:15][S:16]([c:17]2[cH:18][cH:19][c:20]([CH3:21])[cH:22][cH:23]2)(=[O:24])=[O:25])[cH:10][cH:11]1)=[O:26].[CH3:31][CH2:32][O:33][C:34]([CH3:35])=[O:36].[O:38]=[CH:39][N:40]([CH3:41])[CH3:42].[OH2:37]>>[CH3:1][O:2][C:3]([CH2:4][CH2:5][c:6]1[cH:7][cH:8][c:9]([CH2:12][CH2:13][CH2:14][NH:30][CH2:27][CH2:28][CH3:29])[cH:10][cH:11]1)=[O:26]. The reactants are C(CCCCCCC\C=C/CCCCCCCC)#N (olenitrile), C1(=CC=CC=C1)OP(OC1=CC=CC=C1)OC1=CC=CC=C1 (triphenylphosphite). Reagents/catalysts: [Rh] (rhodium). Conditions: temperature 130 celsius. The product is C(=O)C(C#N)CCCCCCCCCCCCCCCC (formyloctadecanonitrile). Reaction SMILES: [C:1](#[N:19])[CH2:2][CH2:3][CH2:4][CH2:5][CH2:6][CH2:7][CH2:8]/[CH:9]=[CH:10]\[CH2:11][CH2:12][CH2:13][CH2:14][CH2:15][CH2:16][CH2:17][CH3:18].[C:20]1([O:26]P(OC2C=CC=CC=2)OC2C=CC=CC=2)C=CC=CC=1>[Rh]>[CH:20]([CH:2]([CH2:3][CH2:4][CH2:5][CH2:6][CH2:7][CH2:8][CH2:9][CH2:10][CH2:11][CH2:12][CH2:13][CH2:14][CH2:15][CH2:16][CH2:17][CH3:18])[C:1]#[N:19])=[O:26]. Reported procedure: Into a 1 liter, 316 SS autoclave equipped with stirrer and heat exchange coil is placed 617 grams of olenitrile, 3.0 grams of 5 percent rhodium on aluminum (Englehardt Industries) and 3.2 grams of triphenylphosphite. The autoclave is flushed with nitrogen then pressurized with carbon monoxidehydrogen (1:1) to 1080 psig. The temperature is increased to 127-133 degrees C. and maintained from 3.3 hours with a CO--H2 pressure of 970-1080 psig. At this point a GC analysis indicated complete reaction ... The product is NC=1NC(=CC1C(=O)OCC)C1=CC(=CC=C1)OC (2-Amino-3-ethoxycarbonyl-5-(3-methoxy-phenyl)-1H-pyrrole). Reactants: C(C)[O-].[Na+] (sodium ethanolate), BrCC(=O)C1=CC(=CC=C1)OC (2-bromo-1-(3-methoxy-phenyl)-ethan-1-one), Cl.C(C)OC(CC(N)=N)=O (2-amidino-acetic acid ethyl ester hydro-chloride). Run in C(C)O (ethanol). Reaction SMILES: Cl.[CH2:2]([O:4][C:5](=[O:10])[CH2:6][C:7](=[NH:9])[NH2:8])[CH3:3].C([O-])C.[Na+].Br[CH2:16][C:17]([C:19]1[CH:24]=[CH:23][CH:22]=[C:21]([O:25][CH3:26])[CH:20]=1)=O>C(O)C>[NH2:9][C:7]1[NH:8][C:17]([C:19]2[CH:24]=[CH:23][CH:22]=[C:21]([O:25][CH3:26])[CH:20]=2)=[CH:16][C:6]=1[C:5]([O:4][CH2:2][CH3:3])=[O:10] |f:0.1,2.3|. Procedure details: Analogously to Step 8.1, 14.5 g (87 mmol) of 2-amidino-acetic acid ethyl ester hydro-chloride in 150 ml of abs. ethanol are reacted with 5.9 g (87 mmol) of sodium ethanolate and 10.3 g (44 mmol) of 2-bromo-1-(3-methoxy-phenyl)-ethan-1-one (2-bromo-3'-methoxy-acetophenone; Janssen) to form the title compound; m.p. 96-97oC; TLC-Rf =0.2 (hexane/ethyl acetate [2:1]). RXN SMILES: [C:37](=[O:38])([O-:39])[O-:40].[CH2:1]([CH3:2])[O:3][C:4]([c:5]1[cH:6][cH:7][c:8]([F:11])[cH:9][cH:10]1)=[O:12].[CH3:44][S:45]([CH3:46])=[O:47].[K+:41].[K+:42].[OH2:43].[c:13]1([CH:19]2[CH2:20][CH2:21][N:22]([c:25]3[cH:26][cH:27][c:28]([N:31]4[CH2:32][CH2:33][NH:34][CH2:35][CH2:36]4)[cH:29][cH:30]3)[CH2:23][CH2:24]2)[cH:14][cH:15][cH:16][cH:17][cH:18]1>>[CH2:1]([CH3:2])[O:3][C:4]([c:5]1[cH:6][cH:7][c:8]([N:34]2[CH2:33][CH2:32][N:31]([c:28]3[cH:27][cH:26][c:25]([N:22]4[CH2:21][CH2:20][CH:19]([c:13]5[cH:14][cH:15][cH:16][cH:17][cH:18]5)[CH2:24][CH2:23]4)[cH:30][cH:29]3)[CH2:36][CH2:35]2)[cH:9][cH:10]1)=[O:12]. Product: CCOC(=O)c1ccc(N2CCN(c3ccc(N4CCC(c5ccccc5)CC4)cc3)CC2)cc1. Reactants: O=C([O-])[O-], CCOC(=O)c1ccc(F)cc1, CS(C)=O, [K+], [K+], O, c1ccc(C2CCN(c3ccc(N4CCNCC4)cc3)CC2)cc1.